From a dataset of the Open Reaction Database (ORD), a public repository of structured organic reaction records. describe an organic reaction: reactants, conditions, products, and yield The reactants are C1COCCO1, C1COCCO1, COCOc1ccc(-c2ccc3c(c2CNc2ccccc2OC)C(C)=CC(C)(C)N3)c(OC)c1, CCOC(C)=O, Cl. The product is COc1ccccc1NCc1c(-c2ccc(O)cc2OC)ccc2c1C(C)=CC(C)(C)N2. RXN SMILES: [CH2:37]1[O:38][CH2:39][CH2:40][O:41][CH2:42]1.[CH2:43]1[O:44][CH2:45][CH2:46][O:47][CH2:48]1.[CH3:1][O:2][c:3]1[c:4](-[c:13]2[c:14]([CH2:26][NH:27][c:28]3[c:29]([O:34][CH3:35])[cH:30][cH:31][cH:32][cH:33]3)[c:15]3[c:20]([cH:21][cH:22]2)[NH:19][C:18]([CH3:23])([CH3:24])[CH:17]=[C:16]3[CH3:25])[cH:5][cH:6][c:7]([O:9][CH2:10][O:11][CH3:12])[cH:8]1.[CH3:49][CH2:50][O:51][C:52](=[O:53])[CH3:54].[ClH:36]>>[CH3:1][O:2][c:3]1[c:4](-[c:13]2[c:14]([CH2:26][NH:27][c:28]3[c:29]([O:34][CH3:35])[cH:30][cH:31][cH:32][cH:33]3)[c:15]3[c:20]([cH:21][cH:22]2)[NH:19][C:18]([CH3:23])([CH3:24])[CH:17]=[C:16]3[CH3:25])[cH:5][cH:6][c:7]([OH:9])[cH:8]1. The reactants are C[Si](C)(C)N.[K] (Potassium trimethylsilylamine), N12CCC(C(CCC1)C2)O ((rac.)-1-Aza-bicyclo[3.3.1]nonan-4-ol), potassium alcoholate, ClC=1N=NC(=CC1)Cl (3,6-dichloropyridazine). Run in C1CCOC1 (THF), C1CCOC1 (THF). Conditions: temperature 0 celsius, time 30 minute. The product is ClC1=CC=C(N=N1)OC1CCN2CCCC1C2 ((rac.)-4-(6-Chloro-pyridazin-3-yloxy)-1-aza-bicyclo[3.3.1]nonane). The yield is 25.2%. Reaction SMILES: C[Si](N)(C)C.[K].[N:7]12[CH2:15][CH:11]([CH2:12][CH2:13][CH2:14]1)[CH:10]([OH:16])[CH2:9][CH2:8]2.[Cl:17][C:18]1[N:19]=[N:20][C:21](Cl)=[CH:22][CH:23]=1>C1COCC1>[Cl:17][C:18]1[N:19]=[N:20][C:21]([O:16][CH:10]2[CH:11]3[CH2:15][N:7]([CH2:14][CH2:13][CH2:12]3)[CH2:8][CH2:9]2)=[CH:22][CH:23]=1 |f:0.1,^1:5|. Reported procedure: Potassium trimethylsilylamine (5.25 mmol) is added to a solution of (rac.)-1-Aza-bicyclo[3.3.1]nonan-4-ol (5.0 mmol) in THF (20 ml) at room temperature and the solution is stirred for 30 min. The resulting potassium alcoholate is slowly added to a precooled solution of 3,6-dichloropyridazine (7.5 mmol) in THF (50 ml) and the resulting mixture is stirred for another 20 minutes. The solution is allowed to warm to 0° C. is quenched with brine and extracted with diethylether. The organic layer is dr... RXN SMILES: COC1C=CC(C[N:8]2[C:12]3=[N:13][CH:14]=[CH:15][C:16]([O:17][C:18]4[CH:23]=[CH:22][C:21]([N:24]([C:33]5[CH:38]=[CH:37][C:36]([F:39])=[CH:35][CH:34]=5)[C:25]([C:27]5([C:30]([NH2:32])=[O:31])[CH2:29][CH2:28]5)=[O:26])=[CH:20][CH:19]=4)=[C:11]3[C:10]([CH3:40])=[N:9]2)=CC=1.C(O)(C(F)(F)F)=O>C([O-])([O-])=O.[Na+].[Na+]>[F:39][C:36]1[CH:37]=[CH:38][C:33]([N:24]([C:21]2[CH:22]=[CH:23][C:18]([O:17][C:16]3[CH:15]=[CH:14][N:13]=[C:12]4[NH:8][N:9]=[C:10]([CH3:40])[C:11]=34)=[CH:19][CH:20]=2)[C:25]([C:27]2([C:30]([NH2:32])=[O:31])[CH2:28][CH2:29]2)=[O:26])=[CH:34][CH:35]=1 |f:2.3.4|. Conditions: temperature 65 celsius. Reported procedure: A 40 mL vial was charged with N-(4-(1-(4-methoxybenzyl)-3-methyl-1H-pyrazolo[3,4-b]pyridin-4-yloxy)phenyl)-N-(4-fluorophenyl)cyclopropane-1,1-dicarboxamide (90 mg, 0.11 mmol) and TFA (2.0 mL). The reaction mixture was heated to 65° C. under nitrogen for 2 hours, the diluted with saturated Na2CO3 (15 mL) and extracted with EtOAc. The organic layer was dried over sodium sulfate, filtered and concentrated. The crude material was purified by preparative TLC (0.5 mm) eluting with EtOAc/MeOH (9:1) to ... The product is FC1=CC=C(C=C1)N(C(=O)C1(CC1)C(=O)N)C1=CC=C(C=C1)OC1=C2C(=NC=C1)NN=C2C (N-(4-fluorophenyl)-N-(4-(3-methyl-1H-pyrazolo[3,4-b]pyridin-4-yloxy)phenyl)cyclopropane-1,1-dicarboxamide). The reactants are COC1=CC=C(CN2N=C(C=3C2=NC=CC3OC3=CC=C(C=C3)N(C(=O)C3(CC3)C(=O)N)C3=CC=C(C=C3)F)C)C=C1 (N-(4-(1-(4-methoxybenzyl)-3-methyl-1H-pyrazolo[3,4-b]pyridin-4-yloxy)phenyl)-N-(4-fluorophenyl)cyclopropane-1,1-dicarboxamide), C(=O)(C(F)(F)F)O (TFA). Run in C(=O)([O-])[O-].[Na+].[Na+] (Na2CO3). Starting materials: BrC=1C=C(C=C2C(CCN(C12)CC)(C)C)C(C)C (8-Bromo-6-isopropyl-4,4-dimethyl-1-ethyl-1,2,3,4-tetrahydro-quinoline), C(CCC)[Li] (n-butyl lithium), CCCCCC (hexane), BrC=1C=C(C=C2C(CCN(C12)CC)(C)C)C(C)C (8-Bromo-6-isopropyl-4,4-dimethyl-1-ethyl-1,2,3,4-tetrahydro-quinoline), solution. Solvent: C1CCOC1 (THF). Run at temperature -78 celsius, time 10 minute. Product: BrC=1C=C(C=C2C(CCN(C12)CCC)(C)C)C(C)C (8-Bromo-6-isopropyl-4,4-dimethyl-1-n-propyl-1,2,3,4-tetrahydro-quinoline). As a reaction SMILES: [Br:1][C:2]1[CH:3]=[C:4]([CH:16]([CH3:18])[CH3:17])[CH:5]=[C:6]2[C:11]=1[N:10]([CH2:12][CH3:13])[CH2:9][CH2:8][C:7]2([CH3:15])[CH3:14].[CH2:19]([Li])CCC.CCCCCC>C1COCC1>[Br:1][C:2]1[CH:3]=[C:4]([CH:16]([CH3:17])[CH3:18])[CH:5]=[C:6]2[C:11]=1[N:10]([CH2:12][CH2:13][CH3:19])[CH2:9][CH2:8][C:7]2([CH3:15])[CH3:14]. Procedure: To a solution of 8-bromo-6-isopropyl-4,4-dimethyl-1-ethyl-1,2,3,4-tetrahydro-quinoline (Intermediate 5, 6.81 g, 24.9 mmol), and 150 ml of anhydrous THF under argon at −78° C. was slowly added 1.6 M solution of n-butyl lithium and hexane (33 ml, 52.4 mmol). The reaction mixture was stirred at −78° C. for 10 minutes and thereafter N,N-cirmethylformamide (8.0 ml, 100 mmol) was added. The resulting reaction mixture was stirred at −78° C. for 15 minutes and then quenched with saturated NH4Cl. The pro... Reactants: COc1ccc(C2CN(Cc3ccccc3)CC2C(C)=O)cc1OC1CCCC1, COC(=O)Cl, CC(Cl)Cl. The product is COC(=O)N1CC(C(C)=O)C(c2ccc(OC)c(OC3CCCC3)c2)C1. RXN SMILES: [CH:1]1([O:6][c:7]2[cH:8][c:9]([CH:15]3[CH2:16][N:17]([CH2:23][c:24]4[cH:25][cH:26][cH:27][cH:28][cH:29]4)[CH2:18][CH:19]3[C:20](=[O:21])[CH3:22])[cH:10][cH:11][c:12]2[O:13][CH3:14])[CH2:2][CH2:3][CH2:4][CH2:5]1.[Cl:30][C:31](=[O:32])[O:33][CH3:34].[Cl:35][CH:36]([Cl:37])[CH3:38]>>[CH:1]1([O:6][c:7]2[cH:8][c:9]([CH:15]3[CH2:16][N:17]([C:31](=[O:32])[O:33][CH3:34])[CH2:18][CH:19]3[C:20](=[O:21])[CH3:22])[cH:10][cH:11][c:12]2[O:13][CH3:14])[CH2:2][CH2:3][CH2:4][CH2:5]1. Reactants: CC1(OC12CC=C(CC2)C)C (2,2,6-trimethyl-1-oxaspiro(2.5)oct-5-ene), Cl (hydrogen chloride). Solvent: C(C)OCC (diethyl ether). Run at time 1 hour. Product: CC1=CCC(CC1)(O)C(C)(C)Cl ((±)-4-Methyl-1-(1-chloro-1-methylethyl)-3-cyclohexen-1-ol). As a reaction SMILES: [CH3:1][C:2]1([CH3:11])[C:4]2([CH2:9][CH2:8][C:7]([CH3:10])=[CH:6][CH2:5]2)[O:3]1.[ClH:12]>C(OCC)C>[CH3:10][C:7]1[CH2:8][CH2:9][C:4]([C:2]([Cl:12])([CH3:11])[CH3:1])([OH:3])[CH2:5][CH:6]=1. Reported procedure: To a stirred solution of 15.2 g of 2,2,6-trimethyl-1-oxaspiro(2.5)oct-5-ene in 200 ml of diethyl ether held at -10° C. was added dropwise 32 ml of 3.8N ethereal hydrogen chloride. After one hour at 0°-5° C., the mixture was washed with three 50 ml portions of water, dried and distilled to give 14.5 g of the desired product, b.p. 70°-75° C. (0.4 mm). The reactants are C(C1=CC=CC=C1)(=O)NN (benzoic acid hydrazide), ClC1=CC=C(C2=C1C(=NCC(N2)=S)C2=CC=C(C=C2)C(C)C)Cl (6,9-dichloro-1,3-dihydro-5-(p-isopropylphenyl)-2H-1,4-benzodiazepine-2-thione). The solvent is C(C)O (ethanol). Reaction conditions: temperature 250 celsius. Yields the product ClC1=CC=C(C2=C1C(=NCC=1N2C(=NN1)C1=CC=CC=C1)C1=CC=C(C=C1)C(C)C)Cl (7,10-dichloro-1-phenyl-6-(p-isopropylphenyl)-4H-s-triazolo[4,3-a][1,4]benzodiazepine). Reaction SMILES: [Cl:1][C:2]1[C:7]2[C:8]([C:14]3[CH:19]=[CH:18][C:17]([CH:20]([CH3:22])[CH3:21])=[CH:16][CH:15]=3)=[N:9][CH2:10][C:11](=S)[NH:12][C:6]=2[C:5]([Cl:23])=[CH:4][CH:3]=1.[C:24]([NH:32][NH2:33])(=O)[C:25]1[CH:30]=[CH:29][CH:28]=[CH:27][CH:26]=1>C(O)C>[Cl:1][C:2]1[C:7]2[C:8]([C:14]3[CH:19]=[CH:18][C:17]([CH:20]([CH3:22])[CH3:21])=[CH:16][CH:15]=3)=[N:9][CH2:10][C:11]3[N:12]([C:24]([C:25]4[CH:30]=[CH:29][CH:28]=[CH:27][CH:26]=4)=[N:32][N:33]=3)[C:6]=2[C:5]([Cl:23])=[CH:4][CH:3]=1. Procedure details: In the manner given in Example 2, 6,9-dichloro-1,3-dihydro-5-(p-isopropylphenyl)-2H-1,4-benzodiazepine-2-thione is heated in ethanol with benzoic acid hydrazide and the resulting product heated to 250° C. to give 7,10-dichloro-1-phenyl-6-(p-isopropylphenyl)-4H-s-triazolo[4,3-a][1,4]benzodiazepine.